Dataset: the Open Reaction Database (ORD), a public repository of structured organic reaction records. Task: describe an organic reaction: reactants, conditions, products, and yield The reactants are COc1cc(-c2ccc(C(F)(F)F)cn2)ccn1, Cl. Yields the product O=c1cc(-c2ccc(C(F)(F)F)cn2)cc[nH]1. RXN SMILES: [CH3:1][O:2][c:3]1[n:4][cH:5][cH:6][c:7](-[c:9]2[n:10][cH:11][c:12]([C:15]([F:16])([F:17])[F:18])[cH:13][cH:14]2)[cH:8]1.[ClH:19]>>[O:2]=[c:3]1[nH:4][cH:5][cH:6][c:7](-[c:9]2[n:10][cH:11][c:12]([C:15]([F:16])([F:17])[F:18])[cH:13][cH:14]2)[cH:8]1. Starting materials: OC[C@@H](C1=CC=CC=C1)NC(=O)C1(CC1)Br ((1R)-1-bromocyclopropanecarboxylic acid-2-hydroxy-1-phenylethylamide), BrC1(CC1)C(=O)Cl (1-bromocyclopropane-carboxylic acid chloride), CC(CO)N (DL-2-amino-1-propanol). Product: OCC(C)NC(=O)C1(CC1)Br (1-bromocyclopropanecarboxylic acid-2-hydroxy-1-methylethylamide). Reaction SMILES: [OH:1][CH2:2][C@H:3]([NH:10][C:11]([C:13]1([Br:16])[CH2:15][CH2:14]1)=[O:12])[C:4]1C=CC=CC=1.BrC1(C(Cl)=O)CC1.CC(N)CO>>[OH:1][CH2:2][CH:3]([NH:10][C:11]([C:13]1([Br:16])[CH2:14][CH2:15]1)=[O:12])[CH3:4]. Procedure details: Analogously to the production of amide 110, 2.18 g of acid chloride 107 is reacted with 780 mg of DL-2-amino-1-propanol, whereby 1.7 g of 1-bromocyclopropanecarboxylic acid-2-hydroxy-1-methylethylamide 112 is obtained as a colorless oil.